The task is: describe an organic reaction: reactants, conditions, products, and yield. This data is from the Open Reaction Database (ORD), a public repository of structured organic reaction records. Yield: 74.0%. Procedure details: To a solution of methyl 2-(4-(1,1,1,3,3,3-hexafluoro-2-(methoxymethoxy)propan-2-yl)-2-propylphenoxy)-5-iodoisonicotinate (88 mg, 146 μmol) in methanol (2 mL), 20 wt % palladium carbon (10 mg) was added and the resultant mixture was stirred at room temperature under an hydrogen atmosphere. After completion of the reaction, the reaction solution was filtered using celite, and the filtrate was concentrated in vacuo. The obtained residue was purified using silica-gel column chromatography (hexane/et... Solvent: CO (methanol). As a reaction SMILES: [F:1][C:2]([F:34])([F:33])[C:3]([C:12]1[CH:29]=[CH:28][C:15]([O:16][C:17]2[CH:18]=[C:19]([C:24](I)=[CH:25][N:26]=2)[C:20]([O:22][CH3:23])=[O:21])=[C:14]([CH2:30][CH2:31][CH3:32])[CH:13]=1)([O:8][CH2:9][O:10][CH3:11])[C:4]([F:7])([F:6])[F:5]>CO.[C].[Pd]>[F:34][C:2]([F:1])([F:33])[C:3]([C:12]1[CH:29]=[CH:28][C:15]([O:16][C:17]2[CH:18]=[C:19]([CH:24]=[CH:25][N:26]=2)[C:20]([O:22][CH3:23])=[O:21])=[C:14]([CH2:30][CH2:31][CH3:32])[CH:13]=1)([O:8][CH2:9][O:10][CH3:11])[C:4]([F:7])([F:6])[F:5] |f:2.3|. Product: FC(C(C(F)(F)F)(OCOC)C1=CC(=C(OC=2C=C(C(=O)OC)C=CN2)C=C1)CCC)(F)F (methyl 2-(4-(1,1,1,3,3,3-hexafluoro-2-(methoxymethoxy)propan-2-yl)-2-propylphenoxy)isonicotinate). Starting materials: FC(C(C(F)(F)F)(OCOC)C1=CC(=C(OC=2C=C(C(=O)OC)C(=CN2)I)C=C1)CCC)(F)F (methyl 2-(4-(1,1,1,3,3,3-hexafluoro-2-(methoxymethoxy)propan-2-yl)-2-propylphenoxy)-5-iodoisonicotinate), resultant mixture. Reagents/catalysts: [C].[Pd] (palladium carbon).